Task: describe an organic reaction: reactants, conditions, products, and yield. Dataset: the Open Reaction Database (ORD), a public repository of structured organic reaction records Reactants: BrBr (bromine), CC1=C(C=C(C2=C1C1(SCCS1)CCS2)C)C(=O)O (2,3-dihydro-5,8-dimethylspiro[4H-1-benzothiopyran-4,2'-[1,3]dithiolane]-6-carboxylic acid), S(=S)(=O)([O-])[O-].[Na+].[Na+] (sodium thiosulfate). The solvent is C(Cl)(Cl)Cl (chloroform), C(Cl)(Cl)Cl (chloroform). Reaction conditions: temperature 0 celsius, time 8 hour. Product: CC1=CC(=C(C=2C3=C(CSC21)SCCS3)C)C(=O)O (2,3-dihydro-7,10-dimethyl-5H-1,4-dithiino[2,3-c][1]benzothiopyran-9-carboxylic acid). Yield: 47.1%. Reaction SMILES: [CH3:1][C:2]1[C:7]2[C:8]3([CH2:13][CH2:14][S:15][C:6]=2[C:5]([CH3:16])=[CH:4][C:3]=1[C:17]([OH:19])=[O:18])[S:12][CH2:11][CH2:10][S:9]3.BrBr.S([O-])([O-])(=O)=S.[Na+].[Na+]>C(Cl)(Cl)Cl>[CH3:16][C:5]1[C:6]2[S:15][CH2:14][C:13]3[S:9][CH2:10][CH2:11][S:12][C:8]=3[C:7]=2[C:2]([CH3:1])=[C:3]([C:17]([OH:19])=[O:18])[CH:4]=1 |f:2.3.4|. Procedure: A mixture of 0.62 g of 2,3-dihydro-5,8-dimethylspiro[4H-1-benzothiopyran-4,2'-[1,3]dithiolane]-6-carboxylic acid in 200 mL of chloroform was cooled to 0° C. To this mixture was added a solution of 0.38 g of bromine in 20 mL of chloroform dropwise. The resulting mixture was stirred overnight at room temperature. To this reaction mixture was added 10% aqueous sodium thiosulfate. The organic layer was separated and dried over MgSO4, filtered, and concentrated under reduced pressure to dryness. The ... Procedure details: A mixture of tert-butyl 9-bromo-2,3-dihydro-1,4-benzoxazepine-4(5H)-carboxylate (200 mg, 0.61 mmol), cis-1-propen-1-ylboronic acid (78.5 mg, 0.910 mmol), ethanol (0.7 ml), 2N aqueous sodium carbonate solution (2.5 ml), and tetrakis(triphenylphosphine)palladium(0) (84.0 mg, 0.0730 mmol) in toluene (5 ml) was stirred under a nitrogen atmosphere at 95° C. for 12 hr. The reaction mixture was poured into water, and the mixture was extracted with ethyl acetate. The extract was washed with water, and d... The yield is 96.3%. The product is C(=C/C)/C1=CC=CC=2CN(CCOC21)C(=O)OC(C)(C)C (tert-butyl 9-[(1Z)-propa-1-ene-1-yl]-2,3-dihydro-1,4-benzoxazepine-4(5H)-carboxylate). Conditions: temperature 95 celsius, time 12 hour. Reagents/catalysts: C=1C=CC(=CC1)[P](C=2C=CC=CC2)(C=3C=CC=CC3)[Pd]([P](C=4C=CC=CC4)(C=5C=CC=CC5)C=6C=CC=CC6)([P](C=7C=CC=CC7)(C=8C=CC=CC8)C=9C=CC=CC9)[P](C=1C=CC=CC1)(C=1C=CC=CC1)C=1C=CC=CC1 (tetrakis(triphenylphosphine)palladium(0)). Solvent: C1(=CC=CC=C1)C (toluene), O (water). Starting materials: BrC1=CC=CC=2CN(CCOC21)C(=O)OC(C)(C)C (tert-butyl 9-bromo-2,3-dihydro-1,4-benzoxazepine-4(5H)-carboxylate), C(=C/C)/B(O)O (cis-1-propen-1-ylboronic acid), C(C)O (ethanol), C([O-])([O-])=O.[Na+].[Na+] (sodium carbonate). RXN SMILES: Br[C:2]1[C:12]2[O:11][CH2:10][CH2:9][N:8]([C:13]([O:15][C:16]([CH3:19])([CH3:18])[CH3:17])=[O:14])[CH2:7][C:6]=2[CH:5]=[CH:4][CH:3]=1.[CH:20](/B(O)O)=[CH:21]/[CH3:22].C(O)C.C(=O)([O-])[O-].[Na+].[Na+]>C1(C)C=CC=CC=1.C1C=CC([P]([Pd]([P](C2C=CC=CC=2)(C2C=CC=CC=2)C2C=CC=CC=2)([P](C2C=CC=CC=2)(C2C=CC=CC=2)C2C=CC=CC=2)[P](C2C=CC=CC=2)(C2C=CC=CC=2)C2C=CC=CC=2)(C2C=CC=CC=2)C2C=CC=CC=2)=CC=1.O>[CH:20](/[C:2]1[C:12]2[O:11][CH2:10][CH2:9][N:8]([C:13]([O:15][C:16]([CH3:19])([CH3:18])[CH3:17])=[O:14])[CH2:7][C:6]=2[CH:5]=[CH:4][CH:3]=1)=[CH:21]/[CH3:22] |f:3.4.5,^1:45,47,66,85|.